This data is from the Open Reaction Database (ORD), a public repository of structured organic reaction records. The task is: describe an organic reaction: reactants, conditions, products, and yield Starting materials: Cc1noc(N)c1C, CCOC(C)=O, CN(C)c1ccncc1, c1ccncc1, O=S(=O)(Cl)c1cc2ccccc2s1. Product: Cc1noc(NS(=O)(=O)c2cc3ccccc3s2)c1C. RXN SMILES: [CH3:1][c:2]1[n:3][o:4][c:5]([NH2:8])[c:6]1[CH3:7].[CH3:22][CH2:23][O:24][C:25](=[O:26])[CH3:27].[CH3:28][N:29]([c:30]1[cH:31][cH:32][n:33][cH:34][cH:35]1)[CH3:36].[cH:37]1[cH:38][cH:39][n:40][cH:41][cH:42]1.[s:9]1[c:10]2[c:11]([cH:12][c:13]1[S:14](=[O:15])(=[O:16])[Cl:17])[cH:18][cH:19][cH:20][cH:21]2>>[CH3:1][c:2]1[n:3][o:4][c:5]([NH:8][S:14]([c:13]2[s:9][c:10]3[c:11]([cH:12]2)[cH:18][cH:19][cH:20][cH:21]3)(=[O:15])=[O:16])[c:6]1[CH3:7].